This data is from the Open Reaction Database (ORD), a public repository of structured organic reaction records. The task is: describe an organic reaction: reactants, conditions, products, and yield The reactants are [Na] (sodium), ClC1=C(C(=C(C=C1)/C=C/C(C)=O)F)OC ((E)-4-(4-Chloro-2-fluoro-3-methoxyphenyl)-but-3-en-2-one), C(C(=O)OCC)(=O)OCC (diethyl oxalate). Yields the product C(C)OC(C(CC(\C=C\C1=C(C(=C(C=C1)Cl)OC)F)=O)=O)=O ((E)-6-(4-Chloro-2-fluoro-3-methoxyphenyl)-2,4-dioxo-hex-5-enoic acid ethyl ester). The yield is 92.9%. RXN SMILES: [Na].[Cl:2][C:3]1[CH:8]=[CH:7][C:6](/[CH:9]=[CH:10]/[C:11](=[O:13])[CH3:12])=[C:5]([F:14])[C:4]=1[O:15][CH3:16].[C:17](OCC)(=[O:23])[C:18]([O:20][CH2:21][CH3:22])=[O:19]>>[CH2:21]([O:20][C:18](=[O:19])[C:17](=[O:23])[CH2:12][C:11](=[O:13])/[CH:10]=[CH:9]/[C:6]1[CH:7]=[CH:8][C:3]([Cl:2])=[C:4]([O:15][CH3:16])[C:5]=1[F:14])[CH3:22] |^1:0|. Reported procedure: Using the procedure of Example 2, sodium pellets (5.52 g, 0.24 mol), (E)-4-(4-chloro-2-fluoro-3-methoxyphenyl)-but-3-en-2-one (2; 45.73 g, 0.20 mol) and diethyl oxalate (36.54 g, 0.25 mol) were reacted to give (E)-6-(4-chloro-2-fluoro-3-methoxyphenyl-2,4-dioxo-hex-5-enoic acid ethyl ester (5; 61.1 g, 93%) as yellow crystals: mp 67.5-69° C.; 1H NMR (400 MHz, CDCl3) δ 14.71 (s, 1H), 7.78 (d, J=16.1 Hz, 1H), 7.27-7.18 (m, 2H), 6.73 (d, J=16.1 Hz, 1H), 6.54 (s, 1H), 4.38 (q, J=7.1 Hz, 2H), 3.99 (d, ...